This data is from the Open Reaction Database (ORD), a public repository of structured organic reaction records. The task is: describe an organic reaction: reactants, conditions, products, and yield Reactants: C1(=CC=C(C=C1)S(=O)(=O)C1=CC=C(C=C1)N1CCC(CC1)=O)C (1-[4-(toluene-4-sulfonyl)-phenyl]-piperidin-4-one), NC[C@@H](COC1=CC=CC=2NC(NC21)=O)O (4-((2S)-3-Amino-2-hydroxy-propoxy)-1,3-dihydro-benzoimidazol-2-one). Product: O[C@H](COC1=CC=CC=2NC(NC21)=O)CNC2CCN(CC2)C2=CC=C(C=C2)S(=O)(=O)C2=CC=C(C=C2)C (4-((2S)-2-Hydroxy-3-{1-[4-(toluene-4-sulfonyl)-phenyl]-piperidin-4-ylamino}-propoxy)-1,3-dihydro-benzoimidazol-2-one), white solid. RXN SMILES: [C:1]1([CH3:23])[CH:6]=[CH:5][C:4]([S:7]([C:10]2[CH:15]=[CH:14][C:13]([N:16]3[CH2:21][CH2:20][C:19](=O)[CH2:18][CH2:17]3)=[CH:12][CH:11]=2)(=[O:9])=[O:8])=[CH:3][CH:2]=1.[NH2:24][CH2:25][C@H:26]([OH:39])[CH2:27][O:28][C:29]1[C:37]2[NH:36][C:35](=[O:38])[NH:34][C:33]=2[CH:32]=[CH:31][CH:30]=1>>[OH:39][C@@H:26]([CH2:25][NH:24][CH:19]1[CH2:20][CH2:21][N:16]([C:13]2[CH:12]=[CH:11][C:10]([S:7]([C:4]3[CH:3]=[CH:2][C:1]([CH3:23])=[CH:6][CH:5]=3)(=[O:9])=[O:8])=[CH:15][CH:14]=2)[CH2:17][CH2:18]1)[CH2:27][O:28][C:29]1[C:37]2[NH:36][C:35](=[O:38])[NH:34][C:33]=2[CH:32]=[CH:31][CH:30]=1. Procedure: The title compound was prepared according to the procedure of Example 1 from 0.13 g (0.4 mmol) of Reference Example 25, 1-[4-(toluene-4-sulfonyl)-phenyl]-piperidin-4-one, and 0.13 g (0.6 mmol) of 4-((2S)-3-Amino-2-hydroxy-propoxy)-1,3-dihydro-benzoimidazol-2-one, yielding 0.18 g of a white solid; m.p. 130-132° C.; MS (ES) m/z 537.0 (MH+); HRMS (FAB) Calcd. for C28H33N4O5S (MH+): 537.2166, Found: 537.2169. The reagents and catalysts are [Zn] (zinc), [Zn] (zinc). Yields the product CC1S[C@H]2N(C(=C1)C(=O)O)C(C2NC(CC2=CC=CC=C2)=S)=O (2-methyl-7-(2-phenylthioacetamido)-3-cephem-4-carboxylic acid). The solvent is CN(C=O)C (dimethylformamide). RXN SMILES: C(O)(=O)C.[CH3:5][CH:6]1[CH:11]=[C:10]([C:12]([O:14]CC(Cl)(Cl)Cl)=[O:13])[N:9]2[C:20](=[O:32])[CH:21]([NH:22][C:23](=[S:31])[CH2:24][C:25]3[CH:30]=[CH:29][CH:28]=[CH:27][CH:26]=3)[C@H:8]2[S:7]1>CN(C)C=O.[Zn]>[CH3:5][CH:6]1[CH:11]=[C:10]([C:12]([OH:14])=[O:13])[N:9]2[C:20](=[O:32])[CH:21]([NH:22][C:23](=[S:31])[CH2:24][C:25]3[CH:26]=[CH:27][CH:28]=[CH:29][CH:30]=3)[C@H:8]2[S:7]1. Reported procedure: Acetic acid (4.5 ml) and zinc powder (3.6 g) were added under stirring and ice-cooling to a solution of 2,2,2-trichloroethyl 2-methyl-7-(2-phenylthioacetamido)-3-cephem-4-carboxylate (2.79 g) in anhydrous dimethylformamide (15 ml), and the mixture was stirred for 2 hours at the same temperature. After the reaction, zinc powder was filtered off, and the filtrate was poured into a mixture of 5% hydrochloric acid (75 ml) and ethyl acetate (50 ml), and extracted. The extract was washed with water an... Isolated yield 98.7%. The reactants are CC1S[C@H]2N(C(=C1)C(=O)OCC(Cl)(Cl)Cl)C(C2NC(CC2=CC=CC=C2)=S)=O (2,2,2-trichloroethyl 2-methyl-7-(2-phenylthioacetamido)-3-cephem-4-carboxylate), C(C)(=O)O (Acetic acid).